The task is: describe an organic reaction: reactants, conditions, products, and yield. This data is from the Open Reaction Database (ORD), a public repository of structured organic reaction records. The reactants are [Cl-].O[NH3+] (hydroxylammonium chloride), C(O)([O-])=O.[Na+] (sodium hydrogencarbonate), N,N′-carbonyldiimidazole, N12CCCCCC2=NCCC1 (1,8-diazabicyclo[5.4.0]undec-7-ene), COC1=CC=C(C=C1)C(CN1C(N(C(=CC1=O)OCC(F)(F)F)CC1=CC=C(C=C1)C=1C(=CC=CC1)C#N)=O)=O (4′-{[3-[2-(4-methoxyphenyl)-2-oxoethyl]-2,4-dioxo-6-(2,2,2-trifluoroethoxy)-3,4-dihydropyrimidin-1(2H)-yl]methyl}biphenyl-2-carbonitrile). Run in C(Cl)(Cl)Cl (chloroform), CS(=O)C (dimethyl sulfoxide), C(Cl)Cl (methylene chloride), C(Cl)(Cl)Cl (chloroform). Run at temperature 40 celsius, time 30 minute. The product is COC1=CC=C(C=C1)C(CN1C(N(C(=CC1=O)OCC(F)(F)F)CC1=CC=C(C=C1)C1=C(C=CC=C1)C1=NOC(N1)=O)=O)=O (3-[2-(4-methoxyphenyl)-2-oxoethyl]-1-{[2′-(5-oxo-4,5-dihydro-1,2,4-oxadiazol-3-yl)biphenyl-4-yl]methyl}-6-(2,2,2-trifluoroethoxy)pyrimidine-2,4(1H,3H)-dione). Yield: 6.0%. As a reaction SMILES: [Cl-].O[NH3+].[C:4](=[O:7])([O-])[OH:5].[Na+].[CH3:9][O:10][C:11]1[CH:16]=[CH:15][C:14]([C:17](=[O:48])[CH2:18][N:19]2[C:24](=[O:25])[CH:23]=[C:22]([O:26][CH2:27][C:28]([F:31])([F:30])[F:29])[N:21]([CH2:32][C:33]3[CH:38]=[CH:37][C:36]([C:39]4[C:40]([C:45]#[N:46])=[CH:41][CH:42]=[CH:43][CH:44]=4)=[CH:35][CH:34]=3)[C:20]2=[O:47])=[CH:13][CH:12]=1.[N:49]12CCCN=C1CCCCC2>C(Cl)(Cl)Cl.C(Cl)Cl.CS(C)=O>[CH3:9][O:10][C:11]1[CH:16]=[CH:15][C:14]([C:17](=[O:48])[CH2:18][N:19]2[C:24](=[O:25])[CH:23]=[C:22]([O:26][CH2:27][C:28]([F:29])([F:30])[F:31])[N:21]([CH2:32][C:33]3[CH:38]=[CH:37][C:36]([C:39]4[CH:44]=[CH:43][CH:42]=[CH:41][C:40]=4[C:45]4[NH:49][C:4](=[O:7])[O:5][N:46]=4)=[CH:35][CH:34]=3)[C:20]2=[O:47])=[CH:13][CH:12]=1 |f:0.1,2.3|. Reported procedure: A mixture of hydroxylammonium chloride (0.74 g), sodium hydrogencarbonate (1.08 g) and dimethyl sulfoxide (20 mL) was stirred at 40° C. for 30 min, 4′-{[3-[2-(4-methoxyphenyl)-2-oxoethyl]-2,4-dioxo-6-(2,2,2-trifluoroethoxy)-3,4-dihydropyrimidin-1(2H)-yl]methyl}biphenyl-2-carbonitrile (0.59 g) was added, and the mixture was stirred at 90° C. for 16 hr. The reaction mixture was diluted with chloroform, washed successively with water and saturated brine, and dried over anhydrous magnesium sulfate. ... Reactants: CC(C)(C)OC(=O)NC1CCCCC1CI, C[Si](C)(C)CCN1C(=O)CN(c2ccc(I)cc2OCc2ccccc2)S1(=O)=O. Product: CC(C)(C)OC(=O)NC1CCCCC1Cc1ccc(N2CC(=O)N(CC[Si](C)(C)C)S2(=O)=O)c(OCc2ccccc2)c1. Reaction SMILES: [C:1]([CH3:2])([CH3:3])([CH3:4])[O:5][C:6]([NH:7][CH:8]1[CH:9]([CH2:14][I:15])[CH2:10][CH2:11][CH2:12][CH2:13]1)=[O:16].[CH2:17]([c:18]1[cH:19][cH:20][cH:21][cH:22][cH:23]1)[O:24][c:25]1[c:26]([N:32]2[CH2:33][C:34](=[O:45])[N:35]([CH2:39][CH2:40][Si:41]([CH3:42])([CH3:43])[CH3:44])[S:36]2(=[O:37])=[O:38])[cH:27][cH:28][c:29]([I:31])[cH:30]1>>[C:1]([CH3:2])([CH3:3])([CH3:4])[O:5][C:6]([NH:7][CH:8]1[CH:9]([CH2:14][c:29]2[cH:28][cH:27][c:26]([N:32]3[CH2:33][C:34](=[O:45])[N:35]([CH2:39][CH2:40][Si:41]([CH3:42])([CH3:43])[CH3:44])[S:36]3(=[O:37])=[O:38])[c:25]([O:24][CH2:17][c:18]3[cH:19][cH:20][cH:21][cH:22][cH:23]3)[cH:30]2)[CH2:10][CH2:11][CH2:12][CH2:13]1)=[O:16]. The reactants are [O-]CC.[Na+] (sodium ethoxide), ClC1=CC=C(C(=O)NC(C(=O)OCC)C(=O)OCC)C=C1 (diethyl 4-chlorobenzamidomalonate), BrCC1=CC(NC2=CC=CC=C12)=O (4-bromomethylquinolinon). The solvent is C(C)O (ethyl alcohol). Conditions: time 1 hour. Product: ClC1=CC=C(C(=O)NC(C(=O)OCC)(CC2=CC(NC3=CC=CC=C23)=O)C(=O)OCC)C=C1 (ethyl 2-(4-chlorobenzoylamino)-2-ethoxycarbonyl-3-[2(1H)-quinolinon-4-yl]propionate). RXN SMILES: [O-]CC.[Na+].[Cl:5][C:6]1[CH:25]=[CH:24][C:9]([C:10]([NH:12][CH:13]([C:19]([O:21][CH2:22][CH3:23])=[O:20])[C:14]([O:16][CH2:17][CH3:18])=[O:15])=[O:11])=[CH:8][CH:7]=1.Br[CH2:27][C:28]1[C:37]2[C:32](=[CH:33][CH:34]=[CH:35][CH:36]=2)[NH:31][C:30](=[O:38])[CH:29]=1>C(O)C>[Cl:5][C:6]1[CH:7]=[CH:8][C:9]([C:10]([NH:12][C:13]([C:14]([O:16][CH2:17][CH3:18])=[O:15])([CH2:27][C:28]2[C:37]3[C:32](=[CH:33][CH:34]=[CH:35][CH:36]=3)[NH:31][C:30](=[O:38])[CH:29]=2)[C:19]([O:21][CH2:22][CH3:23])=[O:20])=[O:11])=[CH:24][CH:25]=1 |f:0.1|. Reported procedure: 100 ml of anhydrous ethyl alcohol and 2.23 g of sodium ethoxide (96%) were added to a 500 ml flask, and the mixture was cooled down to below 5° C. After adding 7.91 g of diethyl 4-chlorobenzamidomalonate, the resulting solution was stirred at below 5° C. for one hour. 5.00 g of 4-bromomethylquinolinon was added to the mixture and the resulting solution was stirred at the room temperature for 16 hours to produce an intermediate, ethyl 2-(4-chlorobenzoylamino)-2-ethoxycarbonyl-3-[2(1H)-quinolinon-...